From a dataset of the Open Reaction Database (ORD), a public repository of structured organic reaction records. describe an organic reaction: reactants, conditions, products, and yield The reactants are CC#N, O=C1CCC(=O)N1Cl, Oc1cccc(Cl)c1F, O=C(O)C(F)(F)F. Product: Oc1ccc(Cl)c(Cl)c1F. Reaction SMILES: [CH3:25][C:26]#[N:27].[Cl:17][N:18]1[C:19](=[O:20])[CH2:21][CH2:22][C:23]1=[O:24].[Cl:8][c:9]1[c:10]([F:16])[c:11]([OH:15])[cH:12][cH:13][cH:14]1.[OH:1][C:2]([C:3]([F:4])([F:5])[F:6])=[O:7]>>[Cl:8][c:9]1[c:10]([F:16])[c:11]([OH:15])[cH:12][cH:13][c:14]1[Cl:17]. Starting materials: [H][H], [N-]=[N+]=NC1CC(n2ccc(N)nc2=O)OC1CO. Yields the product Nc1ccn(C2CC(N)C(CO)O2)c(=O)n1. RXN SMILES: [H:19][H:20].[N:1](=[N+:2]=[N-:3])[CH:4]1[CH2:5][CH:6]([n:11]2[c:12](=[O:13])[n:14][c:15]([NH2:16])[cH:17][cH:18]2)[O:7][CH:8]1[CH2:9][OH:10]>>[NH2:1][CH:4]1[CH2:5][CH:6]([n:11]2[c:12](=[O:13])[n:14][c:15]([NH2:16])[cH:17][cH:18]2)[O:7][CH:8]1[CH2:9][OH:10].